From a dataset of the Open Reaction Database (ORD), a public repository of structured organic reaction records. describe an organic reaction: reactants, conditions, products, and yield The reactants are NC1=CC=C2C=CC=NC2=C1 (7-aminoquinoline), CC1=NC=CC(=C1)C1=CC=C(C(=O)O)C=C1 (4-(2-methylpyrid-4-yl)-benzoic acid), Cl.CN(CCCN=C=NCC)C (1-(3-dimethylamino-propyl)-3-ethyl-carbodiimide hydrochloride). Reagents/catalysts: CN(C1=CC=NC=C1)C (4-dimethylaminopyridine). Solvent: C(Cl)Cl (DCM). The product is CC1=NC=CC(=C1)C1=CC=C(C(=O)NC2=CC=C3C=CC=NC3=C2)C=C1 (4-(2-Methylpyrid-4-yl)-N-quinolin-7-yl-benzamide). Reaction SMILES: [NH2:1][C:2]1[CH:11]=[C:10]2[C:5]([CH:6]=[CH:7][CH:8]=[N:9]2)=[CH:4][CH:3]=1.[CH3:12][C:13]1[CH:18]=[C:17]([C:19]2[CH:27]=[CH:26][C:22]([C:23](O)=[O:24])=[CH:21][CH:20]=2)[CH:16]=[CH:15][N:14]=1.Cl.CN(C)CCCN=C=NCC>C(Cl)Cl.CN(C)C1C=CN=CC=1>[CH3:12][C:13]1[CH:18]=[C:17]([C:19]2[CH:27]=[CH:26][C:22]([C:23]([NH:1][C:2]3[CH:11]=[C:10]4[C:5]([CH:6]=[CH:7][CH:8]=[N:9]4)=[CH:4][CH:3]=3)=[O:24])=[CH:21][CH:20]=2)[CH:16]=[CH:15][N:14]=1 |f:2.3|. Procedure details: To a solution of 7-aminoquinoline (D55) (338 mg, 0.26 mmol) in DCM (3 ml) was added 4-(2-methylpyrid-4-yl)-benzoic acid (D72) (62 mg, 0.29 mmol), 1-(3-dimethylamino-propyl)-3-ethyl-carbodiimide hydrochloride (74 mg, 0.39 mmol) and 4-dimethylaminopyridine (6 mg, 0.05 mmol) and the reaction stirred at room temperature until complete by tlc. The resultant precipitate was filtered off to give the title compound as an off-white solid. MS(ES): MH+ 340, M-H+ 338 The reactants are CCN(CC)C(=S)Sc1cnccc1NC(=O)C(C)(C)C, CO, [Na+], [OH-]. Product: CCN(CC)C(=S)Sc1cnccc1N. RXN SMILES: [CH2:1]([CH3:2])[N:3]([C:4](=[S:5])[S:6][c:7]1[cH:8][n:9][cH:10][cH:11][c:12]1[NH:13][C:14](=[O:15])[C:16]([CH3:17])([CH3:18])[CH3:19])[CH2:20][CH3:21].[CH3:22][OH:23].[Na+:25].[OH-:24]>>[CH2:1]([CH3:2])[N:3]([C:4](=[S:5])[S:6][c:7]1[cH:8][n:9][cH:10][cH:11][c:12]1[NH2:13])[CH2:20][CH3:21]. Starting materials: Cl (hydrochloric acid), C(CCC)(=O)C=1C(CC(CC1O)COC(C)(C)C)=O (2-butyryl-5-tert-butoxymethyl-3-hydroxycyclohex-2-en-1-one). Run in C(C)O (ethanol). The product is C(CCC)(=O)C=1C(CC(CC1O)CO)=O (2-butyryl-3-hydroxy-5-hydroxymethylcyclohex-2-en-1-one). Isolated yield 74.3%. Reaction SMILES: Cl.[C:2]([C:7]1[C:8](=[O:20])[CH2:9][CH:10]([CH2:14][O:15]C(C)(C)C)[CH2:11][C:12]=1[OH:13])(=[O:6])[CH2:3][CH2:4][CH3:5]>C(O)C>[C:2]([C:7]1[C:12](=[O:13])[CH2:11][CH:10]([CH2:14][OH:15])[CH2:9][C:8]=1[OH:20])(=[O:6])[CH2:3][CH2:4][CH3:5]. Reported procedure: At 0° to 10° C., 600 ml of concentrated hydrochloric acid was added to a solution of 44.6 g of 2-butyryl-5-tert-butoxymethyl-3-hydroxycyclohex-2-en-1-one in ethanol. After 2 hours the mixture was concentrated, and the residue was taken up in dichloromethane and extracted by shaking with water. After concentration there was obtained 26.2 g of 2-butyryl-3-hydroxy-5-hydroxymethylcyclohex-2-en-1-one as a pale yellow oil (compound no. 3). Procedure details: A 3-neck 250 mL-flask equipped with a gas inlet tube and dry-ice condenser was cooled to −78° C. and charged with liquid ammonia (40 mL). To the reaction mixture was added lithium wire (600 mg, 86.4 mmol) generating a deep blue solution. The mixture was allowed to stir for 1 hour. Acetylene, passed through a charcoal drying tube, was added to the ammonia until all the lithium had reacted and the solution turned colorless, at which time the flow of acetylene was stopped, the acetylene-inlet tube ... Run in CS(=O)C (DMSO), C1CCOC1 (THF). Run at temperature -78 celsius, time 1 hour. Yields the product C(C#C)C1CCC(CC1)CO ((4-Prop-2-ynyl-cyclohexyl)-methanol). Yield: 93.0%. Starting materials: [Si](C)(C)(C(C)(C)C)OCC1CCC(CC1)COS(=O)(=O)C1=CC=C(C=C1)C (Toluene-4-sulfonic acid 4-(tert-butyl-dimethylsilanyloxymethyl)-cyclohexylmethyl ester), [Li] (lithium), N (ammonia), ice, TBAF hydrate, N (ammonia), [Li] (lithium), C#C (Acetylene), C#C (acetylene). As a reaction SMILES: N.[Li].[CH:3]#[CH:4].[Si](O[CH2:13][CH:14]1[CH2:19][CH2:18][CH:17]([CH2:20][O:21]S(C2C=CC(C)=CC=2)(=O)=O)[CH2:16][CH2:15]1)(C(C)(C)C)(C)C>CS(C)=O.C1COCC1>[CH2:13]([CH:14]1[CH2:15][CH2:16][CH:17]([CH2:20][OH:21])[CH2:18][CH2:19]1)[C:3]#[CH:4] |^1:1|. Starting materials: FC1=CC=C(C=C1)[C@@H]1COC2=CC(=CC=C2[C@@H]1C1=CC=C(C=C1)OCCN1CCCCC1)OC ((±)-cis-3-(4-fluorophenyl)-7-methoxy-4-(4-(2-piperidinoethoxy)phenyl)chromane), Cl.N1=CC=CC=C1 (pyridine hydrochloride). Product: OC1=CC=C2[C@@H]([C@@H](COC2=C1)C1=CC=C(C=C1)F)C1=CC=C(C=C1)OCCN1CCCCC1 ((±)-cis-7-Hydroxy-3-(4-fluorophenyl)-4-(4-(2-piperidinoethoxy)phenyl)-chromane). As a reaction SMILES: [F:1][C:2]1[CH:7]=[CH:6][C:5]([C@H:8]2[C@@H:17]([C:18]3[CH:23]=[CH:22][C:21]([O:24][CH2:25][CH2:26][N:27]4[CH2:32][CH2:31][CH2:30][CH2:29][CH2:28]4)=[CH:20][CH:19]=3)[C:16]3[C:11](=[CH:12][C:13]([O:33]C)=[CH:14][CH:15]=3)[O:10][CH2:9]2)=[CH:4][CH:3]=1.Cl.N1C=CC=CC=1>>[OH:33][C:13]1[CH:12]=[C:11]2[C:16]([C@H:17]([C:18]3[CH:23]=[CH:22][C:21]([O:24][CH2:25][CH2:26][N:27]4[CH2:28][CH2:29][CH2:30][CH2:31][CH2:32]4)=[CH:20][CH:19]=3)[C@H:8]([C:5]3[CH:4]=[CH:3][C:2]([F:1])=[CH:7][CH:6]=3)[CH2:9][O:10]2)=[CH:15][CH:14]=1 |f:1.2|. Procedure: In an manner analogous to that described in step 5 for Example 10, (±)-cis-3-(4-fluorophenyl)-7-methoxy-4-(4-(2-piperidinoethoxy)phenyl)chromane (0.923 g, 2.0 mmol) was de-methylated by heating with pyridine hydrochloride to give the title compound as a colourless, amorphous solid. Starting materials: OCCc1ccc(Br)cc1, CCCCP(CCCC)CCCC, Cc1cc(C)c(C)c(O)c1, Cc1ccccc1. Product: Cc1cc(C)c(C)c(OCCc2ccc(Br)cc2)c1. Reaction SMILES: [Br:1][c:2]1[cH:3][cH:4][c:5]([CH2:8][CH2:9][OH:10])[cH:6][cH:7]1.[CH2:21]([P:22]([CH2:23][CH2:24][CH2:25][CH3:26])[CH2:27][CH2:28][CH2:29][CH3:30])[CH2:31][CH2:32][CH3:33].[CH3:11][c:12]1[cH:13][c:14]([CH3:15])[c:16]([CH3:17])[c:18]([OH:19])[cH:20]1.[CH3:34][c:35]1[cH:36][cH:37][cH:38][cH:39][cH:40]1>>[Br:1][c:2]1[cH:3][cH:4][c:5]([CH2:8][CH2:9][O:10][c:18]2[c:16]([CH3:17])[c:14]([CH3:15])[cH:13][c:12]([CH3:11])[cH:20]2)[cH:6][cH:7]1. Conditions: temperature 150 celsius, time 5 minute. Yields the product C(C)(=O)OC1=CC=C(C=C1)C=1OC=CN1 (4-(2-oxazolyl)phenyl acetate). As a reaction SMILES: [C:1]([O:4][C:5]1[CH:10]=[CH:9][C:8]([C:11](Cl)=[O:12])=[CH:7][CH:6]=1)(=[O:3])[CH3:2].[Si](N1N=[CH:21][CH:20]=[N:19]1)(C)(C)C>S1(CCCC1)(=O)=O>[C:1]([O:4][C:5]1[CH:10]=[CH:9][C:8]([C:11]2[O:12][CH:21]=[CH:20][N:19]=2)=[CH:7][CH:6]=1)(=[O:3])[CH3:2]. Solvent: S1(=O)(=O)CCCC1 (sulfolane). The reactants are C(C)(=O)OC1=CC=C(C=C1)C(=O)Cl (4-(chlorocarbonyl)phenyl acetate), [Si](C)(C)(C)N1N=CC=N1 (2-TMS-1,2,3-triazole). Reported procedure: To a solution of 4-(chlorocarbonyl)phenyl acetate (45.6 g, 0.23 mol) in sulfolane (200 mL) was added 2-TMS-1,2,3-triazole (1.1 eq., 34 mL) over one minute. After stirring for 5 minutes under nitrogen, the reaction was exothermic and the temperature was increased to between 35° C. and 40° C. The reaction mixture was placed under vacuum for 10 minutes to remove the chlorotrimethylsilane (b.p.=57° C.). The reaction mixture was heated at 150° C. for 2.5 hours. After 10 minutes, gas evolution was obs... Starting materials: C(C)(C)(C)OC(NC1=CC(=C(C=C1N)C1=C(C(=CC=C1)F)F)N(C)C)=O ((5-amino-2-dimethylamino-2′,3′-difluoro-biphenyl-4-yl)-carbamic acid tert.-butyl ester), C(C)OC(CC(C1=CC(=CC=C1)N1N=NC=C1)=O)=O (3-oxo-3-(3-[1,2,3]triazol-1-yl-phenyl)-propionic acid ethyl ester). The product is C(C)(C)(C)OC(NC1=CC(=C(C=C1NC(CC(C1=CC(=CC=C1)N1N=NC=C1)=O)=O)C1=C(C(=CC=C1)F)F)N(C)C)=O ({2-Dimethylamino-2′,3′-difluoro-5-[3-oxo-3-(3-[1,2,3]triazol-1-yl-phenyl)-propionylamino]-biphenyl-4-yl}-carbamic acid tert.-butyl ester), solid. RXN SMILES: [C:1]([O:5][C:6](=[O:26])[NH:7][C:8]1[C:13]([NH2:14])=[CH:12][C:11]([C:15]2[CH:20]=[CH:19][CH:18]=[C:17]([F:21])[C:16]=2[F:22])=[C:10]([N:23]([CH3:25])[CH3:24])[CH:9]=1)([CH3:4])([CH3:3])[CH3:2].C([O:29][C:30](=O)[CH2:31][C:32](=[O:44])[C:33]1[CH:38]=[CH:37][CH:36]=[C:35]([N:39]2[CH:43]=[CH:42][N:41]=[N:40]2)[CH:34]=1)C>>[C:1]([O:5][C:6](=[O:26])[NH:7][C:8]1[C:13]([NH:14][C:30](=[O:29])[CH2:31][C:32](=[O:44])[C:33]2[CH:38]=[CH:37][CH:36]=[C:35]([N:39]3[CH:43]=[CH:42][N:41]=[N:40]3)[CH:34]=2)=[CH:12][C:11]([C:15]2[CH:20]=[CH:19][CH:18]=[C:17]([F:21])[C:16]=2[F:22])=[C:10]([N:23]([CH3:24])[CH3:25])[CH:9]=1)([CH3:4])([CH3:3])[CH3:2]. Procedure: The title compound was prepared from (5-amino-2-dimethylamino-2′,3′-difluoro-biphenyl-4-yl)-carbamic acid tert.-butyl ester (Example J3) and 3-oxo-3-(3-[1,2,3]triazol-1-yl-phenyl)-propionic acid ethyl ester (Example K1) according to the general procedure M. Obtained as a yellow solid (253 mg).